From a dataset of the Open Reaction Database (ORD), a public repository of structured organic reaction records. describe an organic reaction: reactants, conditions, products, and yield The reactants are [Br-], C1CCOC1, N#Cc1cccc(-c2ccncc2C=O)c1, Fc1ccc([Mg+])cc1. Yields the product N#Cc1cccc(-c2ccncc2C(O)c2ccc(F)cc2)c1. Reaction SMILES: [Br-:17].[CH2:26]1[O:27][CH2:28][CH2:29][CH2:30]1.[CH:1](=[O:2])[c:3]1[cH:4][n:5][cH:6][cH:7][c:8]1-[c:9]1[cH:10][c:11]([C:12]#[N:13])[cH:14][cH:15][cH:16]1.[F:18][c:19]1[cH:20][cH:21][c:22]([Mg+:25])[cH:23][cH:24]1>>[CH:1]([OH:2])([c:3]1[cH:4][n:5][cH:6][cH:7][c:8]1-[c:9]1[cH:10][c:11]([C:12]#[N:13])[cH:14][cH:15][cH:16]1)[c:22]1[cH:21][cH:20][c:19]([F:18])[cH:24][cH:23]1. Reactants: COC(=O)CBr, O=C([O-])[O-], CN(C)C=O, Cc1[nH]nc(O)c1Oc1cc(-n2c(=O)cc(C(F)(F)F)n(C)c2=O)c(F)cc1Cl, Cl, [K+], [K+]. The product is COC(=O)COc1n[nH]c(C)c1Oc1cc(-n2c(=O)cc(C(F)(F)F)n(C)c2=O)c(F)cc1Cl. As a reaction SMILES: [Br:30][CH2:31][C:32](=[O:33])[O:34][CH3:35].[C:36](=[O:37])([O-:38])[O-:39].[CH3:43][N:44]([CH3:45])[CH:46]=[O:47].[Cl:1][c:2]1[c:3]([O:4][c:5]2[c:6]([OH:11])[n:7][nH:8][c:9]2[CH3:10])[cH:12][c:13](-[n:17]2[c:18](=[O:29])[n:19]([CH3:28])[c:20]([C:24]([F:25])([F:26])[F:27])[cH:21][c:22]2=[O:23])[c:14]([F:16])[cH:15]1.[ClH:42].[K+:40].[K+:41]>>[Cl:1][c:2]1[c:3]([O:4][c:5]2[c:6]([O:11][CH2:31][C:32](=[O:33])[O:34][CH3:35])[n:7][nH:8][c:9]2[CH3:10])[cH:12][c:13](-[n:17]2[c:18](=[O:29])[n:19]([CH3:28])[c:20]([C:24]([F:25])([F:26])[F:27])[cH:21][c:22]2=[O:23])[c:14]([F:16])[cH:15]1. Starting materials: C(C1=CC=CC=C1)(=O)Cl (benzoyl chloride), 100, N1=CC=CC=C1 (pyridine), FC=1C=C2C=CNC2=CC1 (5-fluoro-1H-indole), Cl (hydrochloric acid). Run in C1=CC=CC=C1 (benzene). Run at time 8 hour. The product is C(C1=CC=CC=C1)(=O)N1C=CC(C=C1)C1=CNC2=CC=C(C=C12)F (1-benzoyl-4-(5-fluoro-1H-indol-3-yl)-1,4-dihydropyridine), intermediate 19. Reaction SMILES: [N:1]1[CH:6]=[CH:5][CH:4]=[CH:3][CH:2]=1.[F:7][C:8]1[CH:9]=[C:10]2[C:14](=[CH:15][CH:16]=1)[NH:13][CH:12]=[CH:11]2.[C:17](Cl)(=[O:24])[C:18]1[CH:23]=[CH:22][CH:21]=[CH:20][CH:19]=1.Cl>C1C=CC=CC=1>[C:17]([N:1]1[CH:6]=[CH:5][CH:4]([C:11]2[C:10]3[C:14](=[CH:15][CH:16]=[C:8]([F:7])[CH:9]=3)[NH:13][CH:12]=2)[CH:3]=[CH:2]1)(=[O:24])[C:18]1[CH:23]=[CH:22][CH:21]=[CH:20][CH:19]=1. Procedure details: To a stirred mixture of 100 parts of pyridine, 53 parts of 5-fluoro-1H-indole and 270 parts of benzene were added dropwise 57 parts of benzoyl chloride. Upon completion, stirring was continued overnight at room temperature. The reaction mixture was poured onto a dilute hydrochloric acid solution and the layers were separated. The organic phase was dried, filtered and evaporated. The residue was purified twice by column-chromatography over silica gel using a mixture of trichloromethane and methan... Reactants: C(C)(C)(C)C1=CC(=C(C=C1)C=1NC(C(N1)(C)C1=CC=C(C=C1)Cl)(C)C1=CC=C(C=C1)Cl)OCC (rac-(4S*,5R*)-2-(4-tert-butyl-2-ethoxy-phenyl)-4,5-bis-(4-chloro-phenyl)-4,5-dimethyl-4,5-dihydro-1H-imidazole), O1C(=CC=C1)C(=O)Cl (furan-2-carbonyl chloride). Yields the product C(C)(C)(C)C1=CC(=C(C=C1)C=1N([C@]([C@](N1)(C)C1=CC=C(C=C1)Cl)(C)C1=CC=C(C=C1)Cl)C(=O)C=1OC=CC1)OCC ([(4S,5R)-2-(4-tert-Butyl-2-ethoxy-phenyl)-4,5-bis-(4-chloro-phenyl)-4,5-dimethyl-4,5-dihydro-imidazol-1-yl]-furan-2-yl-methanone). RXN SMILES: [C:1]([C:5]1[CH:10]=[CH:9][C:8]([C:11]2[NH:12][C:13]([C:25]3[CH:30]=[CH:29][C:28]([Cl:31])=[CH:27][CH:26]=3)([CH3:24])[C:14]([C:17]3[CH:22]=[CH:21][C:20]([Cl:23])=[CH:19][CH:18]=3)([CH3:16])[N:15]=2)=[C:7]([O:32][CH2:33][CH3:34])[CH:6]=1)([CH3:4])([CH3:3])[CH3:2].[O:35]1[CH:39]=[CH:38][CH:37]=[C:36]1[C:40](Cl)=[O:41]>>[C:1]([C:5]1[CH:10]=[CH:9][C:8]([C:11]2[N:15]([C:40]([C:36]3[O:35][CH:39]=[CH:38][CH:37]=3)=[O:41])[C@@:14]([C:17]3[CH:22]=[CH:21][C:20]([Cl:23])=[CH:19][CH:18]=3)([CH3:16])[C@@:13]([C:25]3[CH:26]=[CH:27][C:28]([Cl:31])=[CH:29][CH:30]=3)([CH3:24])[N:12]=2)=[C:7]([O:32][CH2:33][CH3:34])[CH:6]=1)([CH3:2])([CH3:3])[CH3:4]. Procedure: In a manner analogous to the method described in example 5, rac-(4S*,5R*)-2-(4-tert-butyl-2-ethoxy-phenyl)-4,5-bis-(4-chloro-phenyl)-4,5-dimethyl-4,5-dihydro-1H-imidazole was reacted with furan-2-carbonyl chloride (Aldrich) to give the title compound. HR-MS (ES, m/z) calculated for C34H35N2O3Cl2 [(M+H)+] 589.2019, observed 589.2017.